From a dataset of the Open Reaction Database (ORD), a public repository of structured organic reaction records. describe an organic reaction: reactants, conditions, products, and yield Reactants: C1CCOC1, C[Mg+], CC(C)=CCC1(C)CCC=C(C)C1=O, Cc1ccccc1, [Cl-]. The product is CC(C)=CCC1(C)CCC=C(C)C1(C)O. Reaction SMILES: [CH2:18]1[O:19][CH2:20][CH2:21][CH2:22]1.[CH3:16][Mg+:17].[CH3:1][C:2]1=[CH:7][CH2:6][CH2:5][C:4]([CH2:8][CH:9]=[C:10]([CH3:11])[CH3:12])([CH3:13])[C:3]1=[O:14].[CH3:23][c:24]1[cH:25][cH:26][cH:27][cH:28][cH:29]1.[Cl-:15]>>[CH3:1][C:2]1=[CH:7][CH2:6][CH2:5][C:4]([CH2:8][CH:9]=[C:10]([CH3:11])[CH3:12])([CH3:13])[C:3]1([OH:14])[CH3:16]. Reactants: COCCO[Al+]OCCOC, CC(C)C1(C)Cc2cc(O)c(Cl)c(Cl)c2C1=O, [H-], [H-], [Na+], C1CCOC1, c1ccccc1. Yields the product CC(C)C1(C)Cc2cc(O)c(Cl)c(Cl)c2C1O. RXN SMILES: [CH3:19][O:20][CH2:21][CH2:22][O:23][Al+:24][O:25][CH2:26][CH2:27][O:28][CH3:29].[CH3:1][C:2]1([CH:15]([CH3:16])[CH3:17])[C:3](=[O:14])[c:4]2[c:5]([Cl:13])[c:6]([Cl:12])[c:7]([OH:11])[cH:8][c:9]2[CH2:10]1.[H-:18].[H-:31].[Na+:30].[O:32]1[CH2:33][CH2:34][CH2:35][CH2:36]1.[cH:37]1[cH:38][cH:39][cH:40][cH:41][cH:42]1>>[CH3:1][C:2]1([CH:15]([CH3:16])[CH3:17])[CH:3]([OH:14])[c:4]2[c:5]([Cl:13])[c:6]([Cl:12])[c:7]([OH:11])[cH:8][c:9]2[CH2:10]1. The solvent is C(C)O (ethanol). Isolated yield 56.2%. Procedure details: In 70 ml of 95% ethanol was dissolved 7.4 g of 1,1-diethoxy-6,10-dimethyl-2-oxo-5,9-undecadien, and the resulting solution was, after addition of 1.7 g of selenium oxide, refluxed for 15 minutes. The ethanol was removed by evaporation, and the residue was, after addition of water, extracted with ether. The ethereal extract was washed with an aqueous sodium hydrogencarbonate solution and dried. The solvent was then removed by evaporation to leave an oil, and the oil was purified by the silica gel... As a reaction SMILES: [CH2:1]([O:3][CH:4]([O:18][CH2:19][CH3:20])[C:5](=[O:17])[CH2:6][CH2:7][CH:8]=[C:9]([CH3:16])[CH2:10][CH2:11][CH:12]=[C:13]([CH3:15])[CH3:14])[CH3:2].[Se]=[O:22]>C(O)C>[CH2:19]([O:18][CH:4]([O:3][CH2:1][CH3:2])[C:5](=[O:17])[CH2:6][CH2:7]/[CH:8]=[C:9](\[CH3:16])/[CH2:10][CH2:11]/[CH:12]=[C:13](\[CH3:15])/[CH2:14][OH:22])[CH3:20]. Product: C(C)OC(C(CC/C=C(/CC/C=C(/CO)\C)\C)=O)OCC ((E,E)-11,11-Diethoxy-2,6-dimethyl-10-oxo-2,6-undecadien-1-ol). The reactants are C(C)OC(C(CCC=C(CCC=C(C)C)C)=O)OCC (1,1-diethoxy-6,10-dimethyl-2-oxo-5,9-undecadien), [Se]=O (selenium oxide). Reactants: F[B-](F)(F)F, COC(=O)CCNC(C)C, Cc1cc(OCCNc2ccncc2)cc(C(=O)O)c1, CCN(C(C)C)C(C)C, O=C(O)C(F)(F)F, CN(C)C=O, CN(C)C(On1nnc2ccccc21)=[N+](C)C. The product is COC(=O)CCN(C(=O)c1cc(C)cc(OCCNc2ccncc2)c1)C(C)C, O=C(O)C(F)(F)F. Reaction SMILES: [B-:28]([F:29])([F:30])([F:31])[F:32].[CH3:59][O:60][C:61]([CH2:62][CH2:63][NH:64][CH:65]([CH3:66])[CH3:67])=[O:68].[CH3:8][c:9]1[cH:10][c:11]([C:12](=[O:13])[OH:14])[cH:15][c:16]([O:18][CH2:19][CH2:20][NH:21][c:22]2[cH:23][cH:24][n:25][cH:26][cH:27]2)[cH:17]1.[CH:50]([N:51]([CH2:52][CH3:53])[CH:54]([CH3:55])[CH3:56])([CH3:57])[CH3:58].[F:1][C:2]([C:3](=[O:4])[OH:5])([F:6])[F:7].[O:69]=[CH:70][N:71]([CH3:72])[CH3:73].[n:33]1([O:34][C:35]([N:36]([CH3:37])[CH3:38])=[N+:39]([CH3:40])[CH3:41])[c:42]2[cH:43][cH:44][cH:45][cH:46][c:47]2[n:48][n:49]1>>[CH3:8][c:9]1[cH:10][c:11]([C:12](=[O:14])[N:64]([CH2:63][CH2:62][C:61]([O:60][CH3:59])=[O:68])[CH:65]([CH3:66])[CH3:67])[cH:15][c:16]([O:18][CH2:19][CH2:20][NH:21][c:22]2[cH:23][cH:24][n:25][cH:26][cH:27]2)[cH:17]1.[F:1][C:2]([C:3](=[O:4])[OH:5])([F:6])[F:7]. Starting materials: C=O, O=C(O)c1cn(C2CC2)c2cc(N3CCNC(C4CC4)C3)c(F)cc2c1=O, O=CO. The product is CN1CCN(c2cc3c(cc2F)c(=O)c(C(=O)O)cn3C2CC2)CC1C1CC1. Reaction SMILES: [CH2:28]=[O:29].[CH:1]1([n:4]2[cH:5][c:6]([C:25](=[O:26])[OH:27])[c:7](=[O:24])[c:8]3[cH:9][c:10]([F:23])[c:11]([N:14]4[CH2:15][CH:16]([CH:20]5[CH2:21][CH2:22]5)[NH:17][CH2:18][CH2:19]4)[cH:12][c:13]23)[CH2:2][CH2:3]1.[CH:30]([OH:31])=[O:32]>>[CH:1]1([n:4]2[cH:5][c:6]([C:25](=[O:26])[OH:27])[c:7](=[O:24])[c:8]3[cH:9][c:10]([F:23])[c:11]([N:14]4[CH2:15][CH:16]([CH:20]5[CH2:21][CH2:22]5)[N:17]([CH3:28])[CH2:18][CH2:19]4)[cH:12][c:13]23)[CH2:2][CH2:3]1. Starting materials: C, CCCCCOc1c(OC)ccc2c1CCN(C(=O)Cc1ccc([N+](=O)[O-])cc1)C2, CCO, [H][H], [Pd]. Yields the product CCCCCOc1c(OC)ccc2c1CCN(C(=O)Cc1ccc(N)cc1)C2. Reaction SMILES: [C:36].[CH3:1][O:2][c:3]1[c:4]([O:25][CH2:26][CH2:27][CH2:28][CH2:29][CH3:30])[c:5]2[c:10]([cH:11][cH:12]1)[CH2:9][N:8]([C:13]([CH2:14][c:15]1[cH:16][cH:17][c:18]([N+:21]([O-:22])=[O:23])[cH:19][cH:20]1)=[O:24])[CH2:7][CH2:6]2.[CH3:33][CH2:34][OH:35].[H:31][H:32].[Pd:37]>>[CH3:1][O:2][c:3]1[c:4]([O:25][CH2:26][CH2:27][CH2:28][CH2:29][CH3:30])[c:5]2[c:10]([cH:11][cH:12]1)[CH2:9][N:8]([C:13]([CH2:14][c:15]1[cH:16][cH:17][c:18]([NH2:21])[cH:19][cH:20]1)=[O:24])[CH2:7][CH2:6]2.